Task: describe an organic reaction: reactants, conditions, products, and yield. Dataset: the Open Reaction Database (ORD), a public repository of structured organic reaction records Starting materials: CNCCC#N (3-methylamino-propionitrile), ClC1=CC=C(C=CCBr)C=C1 (p-chlorocinnamyl bromide). Reagents/catalysts: [Br-].C(C1=CC=CC=C1)[N+](CCCC)(CCCC)CCCC (benzyl-tri-(n-butyl)ammonium bromide). The solvent is C(Cl)Cl (methylene chloride), [OH-].[Na+] (sodium hydroxide), C(Cl)Cl (methylene chloride). Run at time 65 hour. Yields the product ClC1=CC=C(C=CCN(CCC#N)C)C=C1 (3-[N-(p-chlorocinnamyl)-methylamino]-propionitrile). RXN SMILES: [Cl:1][C:2]1[CH:11]=[CH:10][C:5]([CH:6]=[CH:7][CH2:8]Br)=[CH:4][CH:3]=1.[CH3:12][NH:13][CH2:14][CH2:15][C:16]#[N:17]>C(Cl)Cl.[Br-].C([N+](CCCC)(CCCC)CCCC)C1C=CC=CC=1.[OH-].[Na+]>[Cl:1][C:2]1[CH:11]=[CH:10][C:5]([CH:6]=[CH:7][CH2:8][N:13]([CH3:12])[CH2:14][CH2:15][C:16]#[N:17])=[CH:4][CH:3]=1 |f:3.4,5.6|. Procedure details: A solution of 116 g of p-chlorocinnamyl bromide in 500 ml of methylene chloride is added dropwise with stirring to a mixture of 42 g of 3-methylamino-propionitrile and 8.9 g of benzyl-tri-(n-butyl)ammonium bromide in 1 liter of methylene chloride and 500 ml of 2 N sodium hydroxide solution at room temperature and under a nitrogen atmosphere, and the emulsion stirred for 65 hours at room temperature. The organic phase is separated, washed with water, dried over sodium sulphate and evaporated to y...